From a dataset of the Open Reaction Database (ORD), a public repository of structured organic reaction records. describe an organic reaction: reactants, conditions, products, and yield RXN SMILES: [N+:5](=[O:6])([O-:7])[O:8][CH2:9][C:10]([C:11](=[O:12])[OH:13])([CH2:14][O:15][N+:16](=[O:17])[O-:18])[CH2:19][O:20][N+:21](=[O:22])[O-:23].[NH3:24].[O:25]=[CH:26][N:27]([CH3:28])[CH3:29].[S:1]([Cl:2])([Cl:3])=[O:4]>>[N+:5](=[O:6])([O-:7])[O:8][CH2:9][C:10]([C:11](=[O:12])[NH2:24])([CH2:14][O:15][N+:16](=[O:17])[O-:18])[CH2:19][O:20][N+:21](=[O:22])[O-:23]. Product: NC(=O)C(CO[N+](=O)[O-])(CO[N+](=O)[O-])CO[N+](=O)[O-]. Starting materials: O=C(O)C(CO[N+](=O)[O-])(CO[N+](=O)[O-])CO[N+](=O)[O-], N, CN(C)C=O, O=S(Cl)Cl. Reactants: COC1=CC=C(C=C1)C1=CC=CC=C1 (4-methoxybiphenyl), Cl (hydrochloric acid), [Cl-].[Al+3].[Cl-].[Cl-] (aluminium chloride), CC(C(=O)Cl)CC (2-methylbutyryl chloride). The solvent is C(Cl)Cl (methylene chloride), C(Cl)Cl (methylene chloride). Run at temperature 0 celsius, time 30 minute. Yields the product COC1=CC=C(C=C1)C1=CC=C(C=C1)C(C(CC)C)=O (4'-methoxy-4-(2-methylbutyryl)biphenyl). The yield is 48.0%. Reaction SMILES: [Cl-].[Al+3].[Cl-].[Cl-].[CH3:5][CH:6]([CH2:10][CH3:11])[C:7](Cl)=[O:8].[CH3:12][O:13][C:14]1[CH:19]=[CH:18][C:17]([C:20]2[CH:25]=[CH:24][CH:23]=[CH:22][CH:21]=2)=[CH:16][CH:15]=1.Cl>C(Cl)Cl>[CH3:12][O:13][C:14]1[CH:19]=[CH:18][C:17]([C:20]2[CH:21]=[CH:22][C:23]([C:7](=[O:8])[CH:6]([CH3:5])[CH2:10][CH3:11])=[CH:24][CH:25]=2)=[CH:16][CH:15]=1 |f:0.1.2.3|. Procedure details: A solution of 0.15 mole(15.0 g) of (S)-(+)-2-methylbutyric acid and 0.3 mole(35.5 g) of thionyl chloride in 100 ml of chloroform was refluxed for three hours. After chloroform and the excessive thionyl chloride had been distilled out at reduced pressure, the reaction solution was concentrated at reduced pressure to obtain 12.8 g of 2-methylbutyryl chloride. A suspension of 0.1 mole(13.3 g) of aluminium chloride in 100 ml of dry methylene chloride was cooled to 0° C., then 12.8 g of 2-methylbutyr... Starting materials: C1(=CC=CC=C1)N(C1=CC=CC=C1)C1=CC=C(C=C1)C1=CC=C(C2=NNN=C21)C2=CC=C(C=C2)N(C2=CC=CC=C2)C2=CC=CC=C2 (4,7-bis(4-(N,N-diphenylamino)phenyl)-2H-benzo[d][1,2,3]triazole), BrC=1C=CC=2C(N(C(C3=CC=CC1C23)=O)CCCCCC)=O (6-bromo-2-hexyl-1H-benzo[de]isoquinoline-1,3(2H)-dione), C([O-])([O-])=O.[K+].[K+] (potassium carbonate), CN(C=O)C (dimethylformamide). Reagents/catalysts: [Cu]I (CuI). Solvent: C(C)(=O)OCC (ethyl acetate). Conditions: temperature 160 celsius. Product: C1(=CC=CC=C1)N(C1=CC=CC=C1)C1=CC=C(C=C1)C1=CC=C(C2=NN(N=C21)C=2C=CC=1C(N(C(C3=CC=CC2C13)=O)CCCCCC)=O)C1=CC=C(C=C1)N(C1=CC=CC=C1)C1=CC=CC=C1 (6-(4,7-bis(4-(N,N-diphenylamino)phenyl)-2H-benzo[d][1,2,3]triazol-2-yl)-2-hexyl-1H-benzo[de]isoquinoline-1,3(2H)-dione). Reaction SMILES: [C:1]1([N:7]([C:14]2[CH:19]=[CH:18][C:17]([C:20]3[C:28]4[C:24](=[N:25][NH:26][N:27]=4)[C:23]([C:29]4[CH:34]=[CH:33][C:32]([N:35]([C:42]5[CH:47]=[CH:46][CH:45]=[CH:44][CH:43]=5)[C:36]5[CH:41]=[CH:40][CH:39]=[CH:38][CH:37]=5)=[CH:31][CH:30]=4)=[CH:22][CH:21]=3)=[CH:16][CH:15]=2)[C:8]2[CH:13]=[CH:12][CH:11]=[CH:10][CH:9]=2)[CH:6]=[CH:5][CH:4]=[CH:3][CH:2]=1.Br[C:49]1[CH:50]=[CH:51][C:52]2[C:53](=[O:69])[N:54]([CH2:63][CH2:64][CH2:65][CH2:66][CH2:67][CH3:68])[C:55](=[O:62])[C:56]3[C:61]=2[C:60]=1[CH:59]=[CH:58][CH:57]=3.C(=O)([O-])[O-].[K+].[K+].CN(C)C=O>C(OCC)(=O)C.[Cu]I>[C:8]1([N:7]([C:14]2[CH:15]=[CH:16][C:17]([C:20]3[C:28]4[C:24](=[N:25][N:26]([C:59]5[CH:58]=[CH:57][C:56]6[C:55](=[O:62])[N:54]([CH2:63][CH2:64][CH2:65][CH2:66][CH2:67][CH3:68])[C:53](=[O:69])[C:52]7[C:61]=6[C:60]=5[CH:49]=[CH:50][CH:51]=7)[N:27]=4)[C:23]([C:29]4[CH:34]=[CH:33][C:32]([N:35]([C:36]5[CH:37]=[CH:38][CH:39]=[CH:40][CH:41]=5)[C:42]5[CH:43]=[CH:44][CH:45]=[CH:46][CH:47]=5)=[CH:31][CH:30]=4)=[CH:22][CH:21]=3)=[CH:18][CH:19]=2)[C:1]2[CH:2]=[CH:3][CH:4]=[CH:5][CH:6]=2)[CH:13]=[CH:12][CH:11]=[CH:10][CH:9]=1 |f:2.3.4|. Reported procedure: A mixture of Intermediate D (1.00 g, 1.65 mmol), 6-bromo-2-hexyl-1H-benzo[de]isoquinoline-1,3(2H)-dione (720 mg, 2.0 mmol), potassium carbonate (276 mg, 2.0 mmol), CuI (382 mg, 2.0 mmol), and dimethylformamide (12 mL) was stirred under argon and heated at 160° C. for 3 days. After cooling, the reaction mixture was diluted with ethyl acetate (100 mL), washed with water (3×50 mL), dried over magnesium sulfate, and the solvent was removed under reduced pressure. The crude product was purified by co...